From a dataset of the Open Reaction Database (ORD), a public repository of structured organic reaction records. describe an organic reaction: reactants, conditions, products, and yield Reactants: C1(=CC=CC=C1)C(CC1=CC=CC=C1)=O (1,2-diphenylethanone), O1N=CC(=C1)C=1C=C(C=O)C=CC1 (3-(isoxazol-4-yl)benzaldehyde), O1N=CC(=C1)C=1C=C(C=O)C=CC1 (3-(isoxazol-4-yl)benzaldehyde), NC(=O)N (urea), Cl (HCl). Run in CCO (EtOH). Reaction conditions: temperature 85 celsius, time 14 hour. The product is O1N=CC(=C1)C=1C=C(C=CC1)C1NC(NC(=C1C1=CC=CC=C1)C1=CC=CC=C1)=O (4-(3-(isoxazol-4-yl)phenyl)-5,6-diphenyl-3,4-dihydropyrimidin-2(1H)-one). RXN SMILES: [C:1]1([C:7](=O)[CH2:8][C:9]2[CH:14]=[CH:13][CH:12]=[CH:11][CH:10]=2)[CH:6]=[CH:5][CH:4]=[CH:3][CH:2]=1.[O:16]1[CH:20]=[C:19]([C:21]2[CH:22]=[C:23]([CH:26]=[CH:27][CH:28]=2)[CH:24]=O)[CH:18]=[N:17]1.[NH2:29][C:30]([NH2:32])=[O:31].Cl>CCO>[O:16]1[CH:20]=[C:19]([C:21]2[CH:22]=[C:23]([CH:24]3[C:8]([C:9]4[CH:14]=[CH:13][CH:12]=[CH:11][CH:10]=4)=[C:7]([C:1]4[CH:6]=[CH:5][CH:4]=[CH:3][CH:2]=4)[NH:32][C:30](=[O:31])[NH:29]3)[CH:26]=[CH:27][CH:28]=2)[CH:18]=[N:17]1. Procedure: To a solution of 1,2-diphenylethanone (46 mg, 0.233 mmol), 3-(isoxazol-4-yl)benzaldehyde (Intermediate 46) (36 mg, 0.209 mmol) and urea (48 mg, 0.627 mmol) in EtOH (10 mL) was added concentrated HCl (0.4 mL). The mixture was stirred at 85° C. for 14 h. The volatiles were removed under reduced pressure and the residue was purified by silica gel column chromatography (PE:EA=1:1) to afford Compound 91 as an off-white power (18 mg, 22.2%). 1H NMR (MeOH-d4 500 MHz): δ 8.99 (s, 1H), 8.74 (s, 1H), 7.50... Starting materials: O=C([O-])O, CC(=O)Cl, CN(C)C=O, Cl, CC(C)(C)N1CC(N)CC1C(=O)NCC(O)C(Cc1ccccc1)NC(=O)C(CC(N)=O)NC(=O)OCc1ccccc1, [Na+], O. The product is CC(=O)NC1CC(C(=O)NCC(O)C(Cc2ccccc2)NC(=O)C(CC(N)=O)NC(=O)OCc2ccccc2)N(C(C)(C)C)C1. Reaction SMILES: [C:49](=[O:50])([OH:51])[O-:52].[CH3:1][C:2]([Cl:3])=[O:4].[CH3:55][N:56]([CH3:57])[CH:58]=[O:59].[ClH:5].[NH2:6][CH:7]1[CH2:8][CH:9]([C:16](=[O:17])[NH:18][CH2:19][CH:20]([CH:21]([CH2:22][c:23]2[cH:24][cH:25][cH:26][cH:27][cH:28]2)[NH:29][C:30]([CH:31]([NH:32][C:33](=[O:34])[O:35][CH2:36][c:37]2[cH:38][cH:39][cH:40][cH:41][cH:42]2)[CH2:43][C:44]([NH2:45])=[O:46])=[O:47])[OH:48])[N:10]([C:12]([CH3:13])([CH3:14])[CH3:15])[CH2:11]1.[Na+:53].[OH2:54]>>[CH3:1][C:2](=[O:4])[NH:6][CH:7]1[CH2:8][CH:9]([C:16](=[O:17])[NH:18][CH2:19][CH:20]([CH:21]([CH2:22][c:23]2[cH:24][cH:25][cH:26][cH:27][cH:28]2)[NH:29][C:30]([CH:31]([NH:32][C:33](=[O:34])[O:35][CH2:36][c:37]2[cH:38][cH:39][cH:40][cH:41][cH:42]2)[CH2:43][C:44]([NH2:45])=[O:46])=[O:47])[OH:48])[N:10]([C:12]([CH3:13])([CH3:14])[CH3:15])[CH2:11]1. The reactants are [Cl-].O[NH3+] (hydroxylammonium chloride), C(O)([O-])=O.[Na+] (sodium hydrogencarbonate), CS(=O)C (dimethyl sulfoxide), [Si](C)(C)(C(C)(C)C)OCC(C(CN1C(N(C2=C(C1=O)C=C(S2)CC)CC2=CC=C(C=C2)C=2C(=CC=CC2)C#N)=O)O)(C)C (4′-{[3-(4-{[tert-butyl(dimethyl)silyl]oxy}-2-hydroxy-3,3-dimethylbutyl)-6-ethyl-2,4-dioxo-3,4-dihydrothieno[2,3-d]pyrimidin-1(2H)-yl]methyl}biphenyl-2-carbonitrile). Run in O (water), C(C)(=O)OCC (ethyl acetate). Reaction conditions: temperature 50 celsius, time 30 minute. The product is OC(CN1C(N(C2=C(C1=O)C=C(S2)CC)CC2=CC=C(C=C2)C2=C(C=CC=C2)C2=NOC(N2)=O)=O)C(CO)(C)C (3-(2,4-dihydroxy-3,3-dimethylbutyl)-6-ethyl-1-{[2′-(5-oxo-4,5-dihydro-1,2,4-oxadiazol-3-yl)biphenyl-4-yl]methyl}thieno[2,3-d]pyrimidine-2,4(1H,3H)-dione). The yield is 18.6%. Reaction SMILES: [Cl-].O[NH3+:3].[C:4](=[O:7])([O-])[OH:5].[Na+].CS(C)=O.[Si]([O:20][CH2:21][C:22]([CH3:55])([CH3:54])[CH:23]([OH:53])[CH2:24][N:25]1[C:30](=[O:31])[C:29]2[CH:32]=[C:33]([CH2:35][CH3:36])[S:34][C:28]=2[N:27]([CH2:37][C:38]2[CH:43]=[CH:42][C:41]([C:44]3[C:45]([C:50]#[N:51])=[CH:46][CH:47]=[CH:48][CH:49]=3)=[CH:40][CH:39]=2)[C:26]1=[O:52])(C(C)(C)C)(C)C>O.C(OCC)(=O)C>[OH:53][CH:23]([C:22]([CH3:55])([CH3:54])[CH2:21][OH:20])[CH2:24][N:25]1[C:30](=[O:31])[C:29]2[CH:32]=[C:33]([CH2:35][CH3:36])[S:34][C:28]=2[N:27]([CH2:37][C:38]2[CH:43]=[CH:42][C:41]([C:44]3[CH:49]=[CH:48][CH:47]=[CH:46][C:45]=3[C:50]3[NH:3][C:4](=[O:7])[O:5][N:51]=3)=[CH:40][CH:39]=2)[C:26]1=[O:52] |f:0.1,2.3|. Reported procedure: A mixture of hydroxylammonium chloride (0.32 g), sodium hydrogencarbonate (0.49 g) and dimethyl sulfoxide (3 mL) was stirred at 50° C. for 30 min, 4′-{[3-(4-{[tert-butyl(dimethyl)silyl]oxy}-2-hydroxy-3,3-dimethylbutyl)-6-ethyl-2,4-dioxo-3,4-dihydrothieno[2,3-d]pyrimidin-1(2H)-yl]methyl}biphenyl-2-carbonitrile (0.36 g) was added, and the mixture was stirred at 90° C. for 20 hr. After allowing to cool to room temperature, ethyl acetate and water were added to the reaction mixture, and the mixture ... The reactants are ClC(=CCl)OC1=C(C=CC=C1)S(=O)(=O)N=C=O (2-(1,2-dichlorovinyloxy)phenylsulfonyl-isocyanate), NC1=NC(=NC(=N1)OC)OC (2-amino-4,6-dimethoxy-1,3,5-triazine). Run in O1CCOCC1 (dioxane). Yields the product ClC(=CCl)OC1=C(C=CC=C1)S(=O)(=O)NC(=O)NC1=NC(=NC(=N1)OC)OC (N-[2-(1,2-Dichlorovinyloxy)phenylsulfonyl]-N'-(4,6-dimethoxy-1,3,5-triazin-2-yl)urea). RXN SMILES: [Cl:1][C:2]([O:5][C:6]1[CH:11]=[CH:10][CH:9]=[CH:8][C:7]=1[S:12]([N:15]=[C:16]=[O:17])(=[O:14])=[O:13])=[CH:3][Cl:4].[NH2:18][C:19]1[N:24]=[C:23]([O:25][CH3:26])[N:22]=[C:21]([O:27][CH3:28])[N:20]=1>O1CCOCC1>[Cl:1][C:2]([O:5][C:6]1[CH:11]=[CH:10][CH:9]=[CH:8][C:7]=1[S:12]([NH:15][C:16]([NH:18][C:19]1[N:24]=[C:23]([O:25][CH3:26])[N:22]=[C:21]([O:27][CH3:28])[N:20]=1)=[O:17])(=[O:13])=[O:14])=[CH:3][Cl:4]. Procedure details: 7.4 g of 2-(1,2-dichlorovinyloxy)phenylsulfonyl-isocyanate and 3.9 g of 2-amino-4,6-dimethoxy-1,3,5-triazine are heated to 70°-80° C. in 60 ml of absolute dioxane for 3 hours. After cooling the mixture is treated with activated carbon, filtered and evaporated to 1/5 of the original volume. From the residue crystallise 9.4 g of N-[2-(1,2-Dichlorovinyloxy)phenylsulfonyl]-N'-(4,6-dimethoxy-1,3,5-triazin-2-yl)urea, m.p. 199°-200° C. Starting materials: COC1OC(CC1)OC (2,5-dimethoxytetrahydrofuran), C(CC)N(C1COC2=CC=CC(=C2C1)N)CCC (3-Dipropylamino-5-aminochroman), [OH-].[Na+] (NaOH). The solvent is C(C)(=O)O (acetic acid). The product is C(CC)N(C1COC2=CC=CC(=C2C1)N1C=CC=C1)CCC (3-Dipropylamino-5-(pyrrol-1-yl)chroman). As a reaction SMILES: [CH2:1]([N:4]([CH2:16][CH2:17][CH3:18])[CH:5]1[CH2:14][C:13]2[C:8](=[CH:9][CH:10]=[CH:11][C:12]=2[NH2:15])[O:7][CH2:6]1)[CH2:2][CH3:3].CO[CH:21]1[CH2:25][CH2:24][CH:23](OC)O1.[OH-].[Na+]>C(O)(=O)C>[CH2:16]([N:4]([CH2:1][CH2:2][CH3:3])[CH:5]1[CH2:14][C:13]2[C:8](=[CH:9][CH:10]=[CH:11][C:12]=2[N:15]2[CH:21]=[CH:25][CH:24]=[CH:23]2)[O:7][CH2:6]1)[CH2:17][CH3:18] |f:2.3|. Reported procedure: 3-Dipropylamino-5-aminochroman (Example 14; 0.60 g, 2.42 mmol) was dissolved in acetic acid (10 ml) and 2,5-dimethoxytetrahydrofuran (0.40 g, 3.0 mmol) was added. The solution was refluxed for 1 hour. The solution was neutralized with NaOH (aq.) and extracted with toluene. The organic phase was dried with sodium sulfate and evaporated to dryness. The residue was purified by flash chromatography on silica gel by elution with ethyl acetate/hexane 1:9 to give the title compound. 13C-NMR: 111.75 21.... Reactants: O.O.O.C(C)(=O)[O-].[Na+] (sodium acetate trihydrate), NOS(=O)(=O)O (hydroxylamine-O-sulfonic acid), S(=O)=O (sulfur dioxide), ClC1=CC=2C=CN(S(C2S1)(=O)=O)CCCOC (6-Chloro-2-(3-methoxypropyl)-2H-thieno[3,2-e]-1,2-thiazine 1,1-dioxide), C(CCC)[Li] (n-Butyllithium), solution. Solvent: C1CCOC1 (THF), hexanes. Run at temperature -78 celsius, time 45 minute. The product is [Na+].COCCCN1S(C2=C(C=C1)C=C(S2)S(=O)(=O)[NH-])(=O)=O (2-(3-Methoxypropyl)-2H-thieno[3,2-e]-1,2-thiazine-6-sulfonamide 1,1-dioxide Sodium Salt). Yield: 34.0%. As a reaction SMILES: Cl[C:2]1[S:10][C:9]2[S:8](=[O:12])(=[O:11])[N:7]([CH2:13][CH2:14][CH2:15][O:16][CH3:17])[CH:6]=[CH:5][C:4]=2[CH:3]=1.C([Li])CCC.[S:23](=[O:25])=[O:24].O.O.O.C([O-])(=O)C.[Na+:33].[NH2:34]OS(O)(=O)=O>C1COCC1>[Na+:33].[CH3:17][O:16][CH2:15][CH2:14][CH2:13][N:7]1[CH:6]=[CH:5][C:4]2[CH:3]=[C:2]([S:23]([NH-:34])(=[O:25])=[O:24])[S:10][C:9]=2[S:8]1(=[O:12])=[O:11] |f:3.4.5.6.7,10.11|. Reported procedure: The product from Step B (2.31 g, 7.86 mmol) was dissolved in dry THF (35 mL) and cooled in a dry ice/isopropanol bath (-78° C.) under nitrogen. n-Butyllithium (4.1 mL of a 2.1M solution in hexanes, 8.65 mmol) was added dropwise and the mixture stirred for 45 min; excess sulfur dioxide was introduced into the flask until the solution tested acidic to moist litmus paper. The reaction mixture was evaporated to a residue which was dissolved in water (40 mL) followed by the addition of sodium acetate... The reactants are COC1=CC=C(C=C1)CCCCCCC(=O)O (7-(4-methoxyphenyl)heptanoic acid), Br (hydrobromic acid), C(C)(=O)O (acetic acid). The solvent is O (water). Reaction conditions: time 3.5 hour. The product is OC1=CC=C(C=C1)CCCCCCC(=O)O (7-(4-Hydroxyphenyl)heptanoic acid). RXN SMILES: C[O:2][C:3]1[CH:8]=[CH:7][C:6]([CH2:9][CH2:10][CH2:11][CH2:12][CH2:13][CH2:14][C:15]([OH:17])=[O:16])=[CH:5][CH:4]=1.Br.C(O)(=O)C>O>[OH:2][C:3]1[CH:4]=[CH:5][C:6]([CH2:9][CH2:10][CH2:11][CH2:12][CH2:13][CH2:14][C:15]([OH:17])=[O:16])=[CH:7][CH:8]=1. Procedure details: A 500 ml single-neck flask was charged with 7-(4-methoxyphenyl)heptanoic acid (A3) (20.0 g, 90 mmole), freshly distilled 48% hydrobromic acid (80 ml), and glacial acetic acid (40 ml). The mixture was heated to reflux by immersing the flask in an oil bath regulated at 140° C. for 3.5 hours. At the end of this time, water (80 ml) was added, the flask was cooled to room temperature, and placed in the refrigerator overnight. The resulting solid, 7-(4-hydroxyphenyl)heptanoic acid, was collected by su...